The task is: describe an organic reaction: reactants, conditions, products, and yield. This data is from the Open Reaction Database (ORD), a public repository of structured organic reaction records. Reactants: FC1=CC=C(C=CC(=O)C2=CC=C(C=C2)F)C=C1 (4,4'-difluorobenzylideneacetophenone). Reagents/catalysts: [Ni] (Raney nickel). Solvent: O1CCCC1 (tetrahydrofuran). The product is FC1=CC=C(C=C1)CCC(=O)C1=CC=C(C=C1)F (4,4'-difluoro-β-phenylpropiophenone), crude product. Reaction SMILES: [F:1][C:2]1[CH:18]=[CH:17][C:5]([CH:6]=[CH:7][C:8]([C:10]2[CH:15]=[CH:14][C:13]([F:16])=[CH:12][CH:11]=2)=[O:9])=[CH:4][CH:3]=1>O1CCCC1.[Ni]>[F:1][C:2]1[CH:18]=[CH:17][C:5]([CH2:6][CH2:7][C:8]([C:10]2[CH:11]=[CH:12][C:13]([F:16])=[CH:14][CH:15]=2)=[O:9])=[CH:4][CH:3]=1. Procedure details: A solution of 59.9 g of 4,4'-difluorobenzylideneacetophenone in 600 ml of tetrahydrofuran is hydrogenated in the presence of 6 g of Raney nickel. After removal of the catalyst, the reaction mixture is concentrated by rotary evaporation, affording the title compound of the formula ##STR8## as a crude product with a refractive index of n20D =1.5478. Starting materials: O (water), C(C)(C)(C)N(C(=O)C1=CC(=C2N1CCC1=CC(=C(C=C21)O)OC)C=2SC=CC2)C (9-Hydroxy-8-methoxy-1-thiophen-2-yl-5,6-dihydro-pyrrolo[2,1-α]isoquinoline-3-carboxylic acid tert-butyl-methyl-amide), C(C)OC(CBr)=O (bromo-acetic acid ethyl ester), C(=O)([O-])[O-].[Cs+].[Cs+] (Cs2CO3). Solvent: CN(C)C=O (DMF). Conditions: temperature 90 celsius, time 1 hour. Product: C(C)OC(COC1=C(C=C2CCN3C(C2=C1)=C(C=C3C(N(C)C(C)(C)C)=O)C=3SC=CC3)OC)=O ([3-(tert-Butyl-methyl-carbamoyl)-8-methoxy-1-thiophen-2-yl-5,6-dihydro-pyrrolo[2,1-α]isoquinolin-9-yloxy]-acetic acid ethyl ester). Reaction SMILES: [C:1]([N:5]([CH3:29])[C:6]([C:8]1[N:12]2[CH2:13][CH2:14][C:15]3[C:20]([C:11]2=[C:10]([C:24]2[S:25][CH:26]=[CH:27][CH:28]=2)[CH:9]=1)=[CH:19][C:18]([OH:21])=[C:17]([O:22][CH3:23])[CH:16]=3)=[O:7])([CH3:4])([CH3:3])[CH3:2].[CH2:30]([O:32][C:33](=[O:36])[CH2:34]Br)[CH3:31].C([O-])([O-])=O.[Cs+].[Cs+].O>CN(C=O)C>[CH2:30]([O:32][C:33](=[O:36])[CH2:34][O:21][C:18]1[CH:19]=[C:20]2[C:15]([CH2:14][CH2:13][N:12]3[C:8]([C:6](=[O:7])[N:5]([C:1]([CH3:3])([CH3:4])[CH3:2])[CH3:29])=[CH:9][C:10]([C:24]4[S:25][CH:26]=[CH:27][CH:28]=4)=[C:11]32)=[CH:16][C:17]=1[O:22][CH3:23])[CH3:31] |f:2.3.4|. Procedure details: A mixture of the product of example 52 (250 mg), bromo-acetic acid ethyl ester (81 μl) and Cs2CO3 (595 mg) in DMF (10 ml) was stirred at 90° C. for 1 h. The reaction mixture was allowed to cool to room temperature, subsequently poured into water and extracted with dichloromethane. The organic layer was washed with an aqueous HCl solution (0.5 M), brine, dried (MgSO4), filtered and concentrated in vacuo. The residue was purified by chromatography on silica gel in heptane/ethyl acetate [1/1 (v/v)]... Reactants: OC1=NC(=NC(=C1)C=1SC=CN1)N (4-hydroxy-6-(2-thiazolyl)pyrimidine-2-amine), O=P(Cl)(Cl)Cl (POCl3). Conditions: temperature 120 celsius. Product: ClC1=NC(=NC(=C1)C=1SC=CN1)N (4-Chloro-6-(2-thiazolyl)pyrimidine-2-amine). Isolated yield 60.0%. Reaction SMILES: O[C:2]1[CH:7]=[C:6]([C:8]2[S:9][CH:10]=[CH:11][N:12]=2)[N:5]=[C:4]([NH2:13])[N:3]=1.O=P(Cl)(Cl)[Cl:16]>>[Cl:16][C:2]1[CH:7]=[C:6]([C:8]2[S:9][CH:10]=[CH:11][N:12]=2)[N:5]=[C:4]([NH2:13])[N:3]=1. Reported procedure: A suspension of the 4-hydroxy-6-(2-thiazolyl)pyrimidine-2-amine (2.64 g, 13.6 mmol) in POCl3 (30 mL) was heated at 120° C. for 3 h, cooled and concentrated in vacuo. The resulting brown solid was added to ice/water (200 g), basified with NH4OH (8 mL), filtered and purified by chromatography [SiO2; EtOAc:isohexane (2:3-1:0)] to give the title compound (1.73 g, 60%) as a pale yellow solid; NMR δH (400 MHz, DMSO) 7.22 (1H, s), 7.40 (2H, br s), 8.01 (1H, d, J 3.2 Hz) and 8.07 (1H, d, J 3.2 Hz); M/Z ... Reactants: BrC=1C=C(C=CC1O)CCC(=O)OC (methyl 3-(3-bromo-4-hydroxyphenyl)propionate), S(=O)(=O)(Cl)Cl (sulfuryl chloride), C(O)([O-])=O.[Na+] (sodium hydrogencarbonate). The solvent is C(Cl)(Cl)Cl (chloroform). Conditions: time 21 hour. The product is BrC=1C=C(C=C(C1O)Cl)CCC(=O)OC (methyl 3-(3-bromo-5-chloro-4-hydroxyphenyl)propionate). Reaction SMILES: [Br:1][C:2]1[CH:3]=[C:4]([CH2:9][CH2:10][C:11]([O:13][CH3:14])=[O:12])[CH:5]=[CH:6][C:7]=1[OH:8].S(Cl)([Cl:18])(=O)=O.C(=O)([O-])O.[Na+]>C(Cl)(Cl)Cl>[Br:1][C:2]1[CH:3]=[C:4]([CH2:9][CH2:10][C:11]([O:13][CH3:14])=[O:12])[CH:5]=[C:6]([Cl:18])[C:7]=1[OH:8] |f:2.3|. Procedure details: A solution of Intermediate 5 (516 mg) in chloroform (5 ml) was added with sulfuryl chloride (177 μl), and stirred at room temperature for 21 hours. The reaction mixture was poured into aqueous saturated sodium hydrogencarbonate (20 ml), and extracted with ethyl acetate. The organic layer was successively washed with saturated aqueous sodium hydrogencarbonate, saturated aqueous ammonium chloride, and saturated brine and dried, and then the solvent was evaporated under reduced pressure. The residu...